Dataset: the Open Reaction Database (ORD), a public repository of structured organic reaction records. Task: describe an organic reaction: reactants, conditions, products, and yield Run in C(C)O (ethanol). Procedure details: A quantity of 3.0 g (10 mmoles, 1 eq) of 6-(3,4-dimethoxy-phenyl)-pyridine-2-carboxylic acid (2-hydroxy-ethyl)-amide and 0.23 g (1.0 mmoles, 0.1 eq) of platinum dioxide are added into 35 mL of ethanol and 2.0 ml concentrated HCl. The suspension is hydrogenated under 50 psi of H2 at room temperature overnight. After TLC shows no starting material existing, the reaction is filtered through Celite and solvent is removed. The residue is taken in ethyl acetate, washed with saturated Na2CO3 and brine,... As a reaction SMILES: [OH:1][CH2:2][CH2:3][NH:4][C:5]([C:7]1[CH:12]=[CH:11][CH:10]=[C:9]([C:13]2[CH:18]=[CH:17][C:16]([O:19][CH3:20])=[C:15]([O:21][CH3:22])[CH:14]=2)[N:8]=1)=[O:6].Cl>[Pt](=O)=O.C(O)C>[OH:1][CH2:2][CH2:3][NH:4][C:5]([CH:7]1[CH2:12][CH2:11][CH2:10][CH:9]([C:13]2[CH:18]=[CH:17][C:16]([O:19][CH3:20])=[C:15]([O:21][CH3:22])[CH:14]=2)[NH:8]1)=[O:6]. Starting materials: OCCNC(=O)C1=NC(=CC=C1)C1=CC(=C(C=C1)OC)OC (6-(3,4-dimethoxy-phenyl)-pyridine-2-carboxylic acid (2-hydroxy-ethyl)-amide), Cl (HCl). Yields the product OCCNC(=O)C1NC(CCC1)C1=CC(=C(C=C1)OC)OC (6-(3,4-dimethoxy-phenyl)-piperidine-2-carboxylic acid (2-hydroxy-ethyl)-amide). Reagents/catalysts: [Pt](=O)=O (platinum dioxide). Reaction conditions: time 8 hour.